Task: describe an organic reaction: reactants, conditions, products, and yield. Dataset: the Open Reaction Database (ORD), a public repository of structured organic reaction records The reactants are O (water), BrBr (bromine), NC=1C=C(C(=CC1Cl)F)C1=NC=C(C=C1Cl)C(F)(F)F (2-(3-amino-4-chloro-6-fluorophenyl)-3-chloro-5-trifluoromethylpyridine), [S-]C#N.[Na+] (sodium thiocyanate). Solvent: C(C)(=O)O (acetic acid), C(C)(=O)O (acetic acid). Reaction conditions: time 10 hour. The product is NC=1SC2=C(N1)C(=CC(=C2C2=NC=C(C=C2Cl)C(F)(F)F)F)Cl (2-(2-Amino-4-chloro-6-fluorobenzothiazol-7-yl)-3-chloro-5-trifluoromethylpyridine). Yield: 13.0%. As a reaction SMILES: BrBr.[NH2:3][C:4]1[CH:5]=[C:6]([C:12]2[C:17]([Cl:18])=[CH:16][C:15]([C:19]([F:22])([F:21])[F:20])=[CH:14][N:13]=2)[C:7]([F:11])=[CH:8][C:9]=1[Cl:10].[S-:23][C:24]#[N:25].[Na+].O>C(O)(=O)C>[NH2:25][C:24]1[S:23][C:5]2[C:6]([C:12]3[C:17]([Cl:18])=[CH:16][C:15]([C:19]([F:22])([F:21])[F:20])=[CH:14][N:13]=3)=[C:7]([F:11])[CH:8]=[C:9]([Cl:10])[C:4]=2[N:3]=1 |f:2.3|. Procedure details: At about 20° C., a solution of 37 g (234 mmol) of bromine in 10 ml of glacial acetic acid was added over a period of 10 minutes to a solution of 38 g (117 mmol) of 2-(3-amino-4-chloro-6-fluorophenyl)-3-chloro-5-trifluoromethylpyridine and 38 g (468 mmol) of sodium thiocyanate in 500 ml of glacial acetic acid. The reaction mixture was subsequently stirred at room temperature for 10 hours and then poured into 2 l of water. The product was then extracted with 3×500 ml of ethyl acetate. The combined... Reactants: ClC1=C(C=C(CNN)C=C1)OCC (4-chloro-3-ethoxybenzylhydrazine), C(C)OC(C=C(OCC)N)=O (β-amino-β-ethoxyacrylic acid ethyl ester), C1(=CC=C(C=C1)S(=O)(=O)O)C (p-toluenesulphonic acid). Solvent: C(C)O (ethanol). Run at time 8 hour. Yields the product NC=1NN(C(C1)=O)CC1=CC(=C(C=C1)Cl)OCC (3-Amino-1-(3-ethoxy-4-chlorobenzyl)-pyrazol-5-one). RXN SMILES: [Cl:1][C:2]1[CH:10]=[CH:9][C:5]([CH2:6][NH:7][NH2:8])=[CH:4][C:3]=1[O:11][CH2:12][CH3:13].C([O:16][C:17](=O)[CH:18]=[C:19]([NH2:23])OCC)C.C1(C)C=CC(S(O)(=O)=O)=CC=1>C(O)C>[NH2:23][C:19]1[NH:8][N:7]([CH2:6][C:5]2[CH:9]=[CH:10][C:2]([Cl:1])=[C:3]([O:11][CH2:12][CH3:13])[CH:4]=2)[C:17](=[O:16])[CH:18]=1. Procedure: 45.5 g of 4-chloro-3-ethoxybenzylhydrazine were added, under nitrogen, to a solution of 35 g of β-amino-β-ethoxyacrylic acid ethyl ester and 1 g of p-toluenesulphonic acid in 200 ml of ethanol. After stirring overnight, the compound identified above, which had separated out as a precipitate, was filtered off and recrystallised from ethanol. Melting point: 143°, 15.2 g (26%).